Dataset: the Open Reaction Database (ORD), a public repository of structured organic reaction records. Task: describe an organic reaction: reactants, conditions, products, and yield Starting materials: COC=1C=C(CC2N(CCC3=C(C=CC(=C23)OC)O)CC(=O)NCC2=NC=CC=C2)C=CC1OC (2-[1-(3,4-dimethoxy-benzyl)-5-hydroxy-8-methoxy-3,4-dihydro-1H-isoquinolin-2-yl]-N-(pyridin-2-yl-methyl)-acetamide), C(C)(C)Br (isopropyl bromide). Product: COC=1C=C(CC2N(CCC3=C(C=CC(=C23)OC)OC(C)C)CC(=O)NCC2=NC=CC=C2)C=CC1OC (2-[1-(3,4-dimethoxy-benzyl)-5-isopropoxy-8-methoxy-3,4-dihydro-1H-isoquinolin-2-yl]-N-(pyridin-2-yl-methyl)-acetamide). Reaction SMILES: [CH3:1][O:2][C:3]1[CH:4]=[C:5]([CH:31]=[CH:32][C:33]=1[O:34][CH3:35])[CH2:6][CH:7]1[C:16]2[C:11](=[C:12]([OH:19])[CH:13]=[CH:14][C:15]=2[O:17][CH3:18])[CH2:10][CH2:9][N:8]1[CH2:20][C:21]([NH:23][CH2:24][C:25]1[CH:30]=[CH:29][CH:28]=[CH:27][N:26]=1)=[O:22].[CH:36](Br)([CH3:38])[CH3:37]>>[CH3:1][O:2][C:3]1[CH:4]=[C:5]([CH:31]=[CH:32][C:33]=1[O:34][CH3:35])[CH2:6][CH:7]1[C:16]2[C:11](=[C:12]([O:19][CH:36]([CH3:38])[CH3:37])[CH:13]=[CH:14][C:15]=2[O:17][CH3:18])[CH2:10][CH2:9][N:8]1[CH2:20][C:21]([NH:23][CH2:24][C:25]1[CH:30]=[CH:29][CH:28]=[CH:27][N:26]=1)=[O:22]. Procedure: prepared by reaction of 2-[1-(3,4-dimethoxy-benzyl)-5-hydroxy-8-methoxy-3,4-dihydro-1H-isoquinolin-2-yl]-N-(pyridin-2-yl-methyl)-acetamide with isopropyl bromide